From a dataset of the Open Reaction Database (ORD), a public repository of structured organic reaction records. describe an organic reaction: reactants, conditions, products, and yield Reactants: Nc1ccc(S(=O)(=O)N2C=CC(CCO)Sc3ccccc32)cc1, Cc1ccccc1C(=O)Cl, O=C(Cl)c1ccccc1-c1ccccc1. Yields the product Cc1ccccc1C(=O)Nc1ccc(S(=O)(=O)N2C=CC(CCO)Sc3ccccc32)cc1. Reaction SMILES: [OH:1][CH2:2][CH2:3][CH:4]1[S:5][c:6]2[c:7]([cH:21][cH:22][cH:23][cH:24]2)[N:8]([S:11](=[O:12])(=[O:13])[c:14]2[cH:15][cH:16][c:17]([NH2:20])[cH:18][cH:19]2)[CH:9]=[CH:10]1.[c:25]1([CH3:34])[c:26]([C:31](=[O:32])[Cl:33])[cH:27][cH:28][cH:29][cH:30]1.[c:35]1(-[c:36]2[cH:37][cH:38][cH:39][cH:40][c:41]2[C:42]([Cl:43])=[O:44])[cH:45][cH:46][cH:47][cH:48][cH:49]1>>[OH:1][CH2:2][CH2:3][CH:4]1[S:5][c:6]2[c:7]([cH:21][cH:22][cH:23][cH:24]2)[N:8]([S:11](=[O:12])(=[O:13])[c:14]2[cH:15][cH:16][c:17]([NH:20][C:31]([c:26]3[c:25]([CH3:34])[cH:30][cH:29][cH:28][cH:27]3)=[O:32])[cH:18][cH:19]2)[CH:9]=[CH:10]1.